The task is: describe an organic reaction: reactants, conditions, products, and yield. This data is from the Open Reaction Database (ORD), a public repository of structured organic reaction records. Starting materials: ClCCCOC1=CC2=C(C(C=CO2)=O)C=C1 (7-(3-chloropropoxy)-4H-benzopyran-4-one), Cl.Cl.ClC1=C(C=CC=C1)N1CCNCC1 (1-(2-chlorophenyl)piperazine dihydrochloride), C([O-])(O)=O.[Na+] (sodium bicarbonate). Reagents/catalysts: [I-].[Na+] (sodium iodide). Run in CN(C=O)C (dimethylformamide). Product: ClC1=C(C=CC=C1)N1CCN(CC1)CCCOC1=CC2=C(C(C=CO2)=O)C=C1 (7-[3-(4-(2-chlorophenyl)-1-piperazinyl)propoxy]-4H-1-benzopyran-4-one). Reaction SMILES: Cl[CH2:2][CH2:3][CH2:4][O:5][C:6]1[CH:16]=[CH:15][C:9]2[C:10](=[O:14])[CH:11]=[CH:12][O:13][C:8]=2[CH:7]=1.Cl.Cl.[Cl:19][C:20]1[CH:25]=[CH:24][CH:23]=[CH:22][C:21]=1[N:26]1[CH2:31][CH2:30][NH:29][CH2:28][CH2:27]1.C(=O)(O)[O-].[Na+]>CN(C)C=O.[I-].[Na+]>[Cl:19][C:20]1[CH:25]=[CH:24][CH:23]=[CH:22][C:21]=1[N:26]1[CH2:31][CH2:30][N:29]([CH2:2][CH2:3][CH2:4][O:5][C:6]2[CH:16]=[CH:15][C:9]3[C:10](=[O:14])[CH:11]=[CH:12][O:13][C:8]=3[CH:7]=2)[CH2:28][CH2:27]1 |f:1.2.3,4.5,7.8|. Procedure: A mixture of 7-(3-chloropropoxy)-4H-benzopyran-4-one as prepared above in Preparation I (2.38 g; 10 mmol), 1-(2-chlorophenyl)piperazine dihydrochloride (2.96 g; 11 mmol), sodium bicarbonate (3 g; 35 mmol), sodium iodide (0.1 g; 0.6 mmole) in 50 ml dimethylformamide was mechanically stirred and heated at 85°-90° C. for seven hours. The solvent was then evaporated in vacuo and the residue partitioned between water and dichloromethane. The organic phase was treated with an excess of 10% HCl solutio...